This data is from the Open Reaction Database (ORD), a public repository of structured organic reaction records. The task is: describe an organic reaction: reactants, conditions, products, and yield Starting materials: Cl.ClC1=NC=NC2=CC(=C(C=C12)OC)OCCN1CCCCC1 (4-Chloro-6-methoxy-7-(2-piperidinoethoxy)quinazoline hydrochloride), C(O)([O-])=O.[Na+] (sodium hydrogen carbonate). Procedure: 4-Chloro-6-methoxy-7-(2-piperidinoethoxy)quinazoline hydrochloride was suspended in methylene chloride (10 ml) and saturated aqueous sodium hydrogen carbonate solution (5 ml) then stirred vigorously for 10 minutes at ambient temperature. The layers were separated and the organic layer dried (MgSO4) then evaporated to give a white solid. This solid was triturated with methanol (2.5 ml), the resulting solid filtered off, washed with cold methanol and dried to give 4-chloro-6-methoxy-7-(2-piperidin... Reaction SMILES: Cl.[Cl:2][C:3]1[C:12]2[C:7](=[CH:8][C:9]([O:15][CH2:16][CH2:17][N:18]3[CH2:23][CH2:22][CH2:21][CH2:20][CH2:19]3)=[C:10]([O:13][CH3:14])[CH:11]=2)[N:6]=[CH:5][N:4]=1.C(=O)([O-])O.[Na+]>C(Cl)Cl>[Cl:2][C:3]1[C:12]2[C:7](=[CH:8][C:9]([O:15][CH2:16][CH2:17][N:18]3[CH2:23][CH2:22][CH2:21][CH2:20][CH2:19]3)=[C:10]([O:13][CH3:14])[CH:11]=2)[N:6]=[CH:5][N:4]=1 |f:0.1,2.3|. Run in C(Cl)Cl (methylene chloride). Yields the product ClC1=NC=NC2=CC(=C(C=C12)OC)OCCN1CCCCC1 (4-chloro-6-methoxy-7-(2-piperidinoethoxy)quinazoline).